From a dataset of the Open Reaction Database (ORD), a public repository of structured organic reaction records. describe an organic reaction: reactants, conditions, products, and yield The reactants are ester, CO[2H] (CH3OD), C3 -pyrazole, C(C)OC(=O)C1=CN(NC1=O)C1=CC=C(C=C1)OC (4-Ethoxycarbonyl-2-[4-methoxyphenyl]-3-pyrazolin-5-one), title acid. Product: COC1=CC=C(C=C1)N1NC(C(=C1)C(=O)O)=O (2-[4-Methoxyphenyl]-3-pyrazolin- 5-one-4-carboxylic acid). As a reaction SMILES: C([O:3][C:4]([C:6]1[C:10](=[O:11])[NH:9][N:8]([C:12]2[CH:17]=[CH:16][C:15]([O:18][CH3:19])=[CH:14][CH:13]=2)[CH:7]=1)=[O:5])C.CO[2H]>>[CH3:19][O:18][C:15]1[CH:14]=[CH:13][C:12]([N:8]2[CH:7]=[C:6]([C:4]([OH:5])=[O:3])[C:10](=[O:11])[NH:9]2)=[CH:17][CH:16]=1. Procedure: The ester prepared as described above in (a) was converted to the title acid in a manner analogous to example 11(b). The acid possessed νmax (nujol) 1690, 1670, 1599, 1580, 1575,cm-1, δ(CH3OD|D6DMSO) 3.78 (3H,s,--OMe), 7.00 (2H,d,J9 Hz, protons o to --OMe), 7.66 (2H,d,J9 Hz, protons m to --OMe), 8.45(1H,s, C3 -pyrazole proton). Found: M30, 234.0639; C11H10N2O4 requires M,234.0641. Starting materials: C1(CCCCC1)P(C1=C(C=CC=C1)C1=C(C=CC=C1OC)OC)C1CCCCC1.COC([C@H](C1=C2N3CCC(OCCCC[C@@H](OC=4C=CC(=CC4C4=CC=CC(C5=CN2C(C(=C1C)C1=CC=NC=C1)=N5)=C4)F)C)(CC3)C)OC(C)(C)C)=O (Methyl(2S)-2-(tert-butoxy)-2-[(22S)-17-fluoro-4,22,28-trimethyl-5-(pyridin-4-yl)-21,27-dioxa-1,7,34-triazahexacyclo[26.2.2.16,9.110,14.02,7.015,20]tetratriaconta-2,4,6(34),8,10(33),11,13,15(20),16,18-decaen-3-yl]acetate 2-Dicyclohexylphosphino-2′,6′-dimethoxybiphenyl), CN1CC(OB(OC(C1)=O)C1=CC=NC=C1)=O (6-methyl-2-(pyridin-4-yl)-1,3,6,2-dioxazaborocane-4,8-dione), BrC1=C(C(=C2N3CCC(OCCCC[C@@H](OC=4C=CC(=CC4C4=CC=CC(C5=CN2C1=N5)=C4)F)C)(CC3)C)[C@@H](C(=O)OC)OC(C)(C)C)C (methyl(2S)-2-[(22S)-5-bromo-17-fluoro-4,22,28-trimethyl-21,27-dioxa-1,7,34-triazahexacyclo[26.2.2.16,9.110,14.02,7.015,20]tetratriaconta-2,4,6(34),8,10(33),11,13,15(20),16,18-decaen-3-yl]-2-(tert-butoxy)acetate), N#N (N2), [O-]P(=O)([O-])[O-].[K+].[K+].[K+] (potassium phosphate tribasic). Reagents/catalysts: CC(=O)[O-].CC(=O)[O-].[Pd+2] (Pd(OAc)2). Solvent: O1CCOCC1 (dioxane). Run at temperature 80 celsius, time 1.5 hour. Yields the product C(C)(C)(C)O[C@H](C(=O)O)C1=C2N3CCC(OCCCC[C@@H](OC=4C=CC(=CC4C4=CC=CC(C5=CN2C(C(=C1C)C=C)=N5)=C4)F)C)(CC3)C ((2S)-2-(tert-Butoxy)-2-[(22S)-5-ethenyl-17-fluoro-4,22,28-trimethyl-21,27-dioxa-1,7,34-triazahexacyclo[26.2.2.16,9.110,14.02,7.015,20]tetratriaconta-2,4,6(34),8,10(33),11,13,15(20),16,18-decaen-3-yl]acetic acid). RXN SMILES: C1(P(C2CCCCC2)C2C=CC=CC=2C2C(OC)=CC=CC=2OC)CCCCC1.C[O:31][C:32](=[O:83])[C@@H:33]([O:78][C:79]([CH3:82])([CH3:81])[CH3:80])[C:34]1[C:63]([CH3:64])=[C:62]([C:65]2C=CN=C[CH:66]=2)[C:61]2=[N:71][C:58]3=[CH:59][N:60]2[C:35]=1[N:36]1[CH2:76][CH2:75][C:39]([CH3:77])([O:40][CH2:41][CH2:42][CH2:43][CH2:44][C@H:45]([CH3:74])[O:46][C:47]2[CH:48]=[CH:49][C:50]([F:73])=[CH:51][C:52]=2[C:53]2[CH:72]=[C:57]3[CH:56]=[CH:55][CH:54]=2)[CH2:38][CH2:37]1.CN1CC(=O)OB(C2C=CN=CC=2)OC(=O)C1.BrC1C2=NC3=CN2C(N2CCC(C)(OCCCC[C@H](C)OC4C=CC(F)=CC=4C4C=C3C=CC=4)CC2)=C([C@H](OC(C)(C)C)C(OC)=O)C=1C.N#N.[O-]P([O-])([O-])=O.[K+].[K+].[K+]>CC([O-])=O.CC([O-])=O.[Pd+2].O1CCOCC1>[C:79]([O:78][C@@H:33]([C:34]1[C:63]([CH3:64])=[C:62]([CH:65]=[CH2:66])[C:61]2=[N:71][C:58]3=[CH:59][N:60]2[C:35]=1[N:36]1[CH2:37][CH2:38][C:39]([CH3:77])([O:40][CH2:41][CH2:42][CH2:43][CH2:44][C@H:45]([CH3:74])[O:46][C:47]2[CH:48]=[CH:49][C:50]([F:73])=[CH:51][C:52]=2[C:53]2[CH:72]=[C:57]3[CH:56]=[CH:55][CH:54]=2)[CH2:75][CH2:76]1)[C:32]([OH:83])=[O:31])([CH3:80])([CH3:81])[CH3:82] |f:0.1,5.6.7.8,9.10.11|. Procedure details: Methyl(2S)-2-(tert-butoxy)-2-[(22S)-17-fluoro-4,22,28-trimethyl-5-(pyridin-4-yl)-21,27-dioxa-1,7,34-triazahexacyclo[26.2.2.16,9.110,14.02,7.015,20]tetratriaconta-2,4,6(34),8,10(33),11,13,15(20),16,18-decaen-3-yl]acetate 2-Dicyclohexylphosphino-2′,6′-dimethoxybiphenyl (1.672 mg, 4.07 μmol, 0.2 equiv), Pd(OAc)2 (0.457 mg, 2.036 μmol, 0.1 equiv), 6-methyl-2-(pyridin-4-yl)-1,3,6,2-dioxazaborocane-4,8-dione (5.72 mg, 0.024 mmol, 1.2 equiv) and methyl(2S)-2-[(22S)-5-bromo-17-fluoro-4,22,28-trimethyl-2... The reactants are Cl.OC(C(OCC)=N)C1=C(C=CC2=CC=CC=C12)C (ethyl 1-hydroxy-1-(2-methyl-1-naphthyl)methanecarboximidate hydrochloride), O1CCCC1 (tetrahydrofuran). The solvent is C1(=CC=CC=C1)C (toluene). The product is CC1=C(C2=CC=CC=C2C=C1)C1C(NC(O1)=O)=O (5-(2-Methyl-1-naphthyl)oxazolidine-2,4-dione). As a reaction SMILES: Cl.[OH:2][CH:3]([C:9]1[C:18]2[C:13](=[CH:14][CH:15]=[CH:16][CH:17]=2)[CH:12]=[CH:11][C:10]=1[CH3:19])[C:4](=[NH:8])[O:5]CC.[O:20]1CCC[CH2:21]1>C1(C)C=CC=CC=1>[CH3:19][C:10]1[CH:11]=[CH:12][C:13]2[C:18](=[CH:17][CH:16]=[CH:15][CH:14]=2)[C:9]=1[CH:3]1[O:2][C:21](=[O:20])[NH:5][C:4]1=[O:8] |f:0.1|. Procedure: Following the procedure of Example 138, ethyl 1-hydroxy-1-(2-methyl-1-naphthyl)methanecarboximidate hydrochloride (0.47 g., 1.9 mmoles) in 30 ml. of tetrahydrofuran was converted to toluene recrystallized 5-(2-methyl-1-naphthyl)oxazolidine-2,4-dione (185 mg., m.p. 145°-147° C., m/e 241). Recrystallization from hexane-ether gave an analytical sample (m.p. 147°-150° C.). Run at temperature 80 celsius, time 10 minute. Reagents/catalysts: [Cl-].C(CCC)[N+](CCCC)(CCCC)CCCC (tetra-n-butylammonium chloride), C(C)(=O)[O-].[Pd+2].C(C)(=O)[O-] (palladium(II) acetate). As a reaction SMILES: [Br:1][C:2]1[CH:3]=[C:4]([C:7]([N:9]([CH2:21][C:22]#[C:23][C:24]2[CH:25]=[C:26]([CH:32]=[CH:33][CH:34]=2)[C:27]([O:29][CH2:30][CH3:31])=[O:28])[CH2:10][C:11]2[CH:16]=[CH:15][C:14]([O:17][CH3:18])=[CH:13][C:12]=2[O:19][CH3:20])=[O:8])[NH:5][CH:6]=1.C([O-])(=O)C.[Na+]>CS(C)=O.[Cl-].C([N+](CCCC)(CCCC)CCCC)CCC.C([O-])(=O)C.[Pd+2].C([O-])(=O)C>[Br:1][C:2]1[CH:3]=[C:4]2[C:7](=[O:8])[N:9]([CH2:10][C:11]3[CH:16]=[CH:15][C:14]([O:17][CH3:18])=[CH:13][C:12]=3[O:19][CH3:20])[CH:21]=[C:22]([CH2:23][C:24]3[CH:25]=[C:26]([CH:32]=[CH:33][CH:34]=3)[C:27]([O:29][CH2:30][CH3:31])=[O:28])[N:5]2[CH:6]=1 |f:1.2,4.5,6.7.8|. The product is BrC=1C=C2N(C(=CN(C2=O)CC2=C(C=C(C=C2)OC)OC)CC=2C=C(C(=O)OCC)C=CC2)C1 (ethyl 3-((7-bromo-2-(2,4-dimethoxybenzyl)-1-oxo-1,2-dihydropyrrolo[1,2-a]pyrazin-4-yl)methyl)benzoate). Reactants: BrC=1C=C(NC1)C(=O)N(CC1=C(C=C(C=C1)OC)OC)CC#CC=1C=C(C(=O)OCC)C=CC1 (ethyl 3-(3-(4-bromo-N-(2,4-dimethoxybenzyl)-1H-pyrrole-2-carboxamido)prop-1-ynyl)benzoate), C(C)(=O)[O-].[Na+] (sodium acetate). Procedure: To a solution of EXAMPLE 4B (100 mg, 0.2 mmol) in dimethylsulfoxide (3 mL) was added sodium acetate (16 mg, 0.2 mmol), tetra-n-butylammonium chloride (53 mg, 0.2 mmol) and palladium(II) acetate (4.3 mg, 0.02 mmol). The mixture was stirred at 80° C. for 10 minutes. After cooling to room temperature, the reaction mixture was partitioned between ethyl acetate and diluted aqueous HCl solution. The organic phase was washed with water, NaHCO3 solution, and brine, and concentrated. The residue was sepa... Run in CS(=O)C (dimethylsulfoxide). The reactants are O=[N+]([O-])c1ccc(Br)c2ccncc12, CI, CN(C)C=O. Product: C[n+]1ccc2c(Br)ccc([N+](=O)[O-])c2c1, [I-]. RXN SMILES: [Br:1][c:2]1[c:3]2[cH:4][cH:5][n:6][cH:7][c:8]2[c:9]([N+:12](=[O:13])[O-:14])[cH:10][cH:11]1.[I:15][CH3:16].[O:17]=[CH:18][N:19]([CH3:20])[CH3:21]>>[Br:1][c:2]1[c:3]2[cH:4][cH:5][n+:6]([CH3:16])[cH:7][c:8]2[c:9]([N+:12](=[O:13])[O-:14])[cH:10][cH:11]1.[I-:15].